From a dataset of the Open Reaction Database (ORD), a public repository of structured organic reaction records. describe an organic reaction: reactants, conditions, products, and yield Reaction SMILES: [CH3:1][Si]([N-][Si](C)(C)C)(C)C.[Na+].[C:11]([O:15][C:16]([N:18]1[CH2:22][CH2:21][C@@H:20]([CH:23]=O)[CH2:19]1)=[O:17])([CH3:14])([CH3:13])[CH3:12]>[Br-].C[P+](C1C=CC=CC=1)(C1C=CC=CC=1)C1C=CC=CC=1.C1COCC1>[C:11]([O:15][C:16]([N:18]1[CH2:22][CH2:21][C@@H:20]([CH:23]=[CH2:1])[CH2:19]1)=[O:17])([CH3:14])([CH3:13])[CH3:12] |f:0.1,3.4|. Reaction conditions: time 3 hour. The reactants are C[Si](C)(C)[N-][Si](C)(C)C.[Na+] (Sodium bis(trimethylsilyl)amide), C(C)(C)(C)OC(=O)N1C[C@@H](CC1)C=O ((R)-3-formylpyrrolidine-1-carboxylic acid t-butyl ester). Procedure: A slurry of methyltriphenylphosphonium bromide (450 g, 1.3 mmol, 3.0 eq.) in THF (200 mL) was cooled to −78° C. 2M Sodium bis(trimethylsilyl)amide (580 mL, 2.8 eq.) was added and the mixture was stirred for 3 hours. A solution of (R)-3-formylpyrrolidine-1-carboxylic acid t-butyl ester (84 g, 421.6 mmol, 1.0 eq.) in THF (100 mL) was added dropwise at −65°. Upon completion of the reaction, the product was purified by column chromatography (200-300 mesh, hexanes:EtOAc=1:3, 3 L) to yield (S)-3-vinyl... Reagents/catalysts: [Br-].C[P+](C1=CC=CC=C1)(C1=CC=CC=C1)C1=CC=CC=C1 (methyltriphenylphosphonium bromide). Solvent: C1CCOC1 (THF), C1CCOC1 (THF). Product: C(C)(C)(C)OC(=O)N1C[C@@H](CC1)C=C ((S)-3-vinyl-pyrrolidine-1-carboxylic acid t-butyl ester). The reactants are Clc1ccc(Br)cc1, CC(C)(C)[O-], Cc1ccccc1, CC1CNCC(C)N1, [Na+], O=C(C=Cc1ccccc1)C=Cc1ccccc1, O=C(C=Cc1ccccc1)C=Cc1ccccc1, O=C(C=Cc1ccccc1)C=Cc1ccccc1, [Pd], [Pd]. The product is CC1CN(c2ccc(Cl)cc2)CC(C)N1. As a reaction SMILES: [Br:1][c:2]1[cH:3][cH:4][c:5]([Cl:8])[cH:6][cH:7]1.[CH3:17][C:18]([CH3:19])([O-:20])[CH3:21].[CH3:23][c:24]1[cH:25][cH:26][cH:27][cH:28][cH:29]1.[CH3:9][CH:10]1[NH:11][CH:12]([CH3:16])[CH2:13][NH:14][CH2:15]1.[Na+:22].[O:32]=[C:33]([CH:34]=[CH:35][c:36]1[cH:37][cH:38][cH:39][cH:40][cH:41]1)[CH:42]=[CH:43][c:44]1[cH:45][cH:46][cH:47][cH:48][cH:49]1.[O:50]=[C:51]([CH:52]=[CH:53][c:54]1[cH:55][cH:56][cH:57][cH:58][cH:59]1)[CH:60]=[CH:61][c:62]1[cH:63][cH:64][cH:65][cH:66][cH:67]1.[O:68]=[C:69]([CH:70]=[CH:71][c:72]1[cH:73][cH:74][cH:75][cH:76][cH:77]1)[CH:78]=[CH:79][c:80]1[cH:81][cH:82][cH:83][cH:84][cH:85]1.[Pd:30].[Pd:31]>>[c:2]1([N:14]2[CH2:13][CH:12]([CH3:16])[NH:11][CH:10]([CH3:9])[CH2:15]2)[cH:3][cH:4][c:5]([Cl:8])[cH:6][cH:7]1. The reactants are CCOc1cc(CO)cc(Oc2ccc(C(F)(F)F)cn2)c1, ClCCl, O=S(Cl)Cl. The product is CCOc1cc(CCl)cc(Oc2ccc(C(F)(F)F)cn2)c1. Reaction SMILES: [CH2:1]([CH3:2])[O:3][c:4]1[cH:5][c:6]([CH2:21][OH:22])[cH:7][c:8]([O:10][c:11]2[n:12][cH:13][c:14]([C:17]([F:18])([F:19])[F:20])[cH:15][cH:16]2)[cH:9]1.[Cl:27][CH2:28][Cl:29].[S:23]([Cl:24])([Cl:25])=[O:26]>>[CH2:1]([CH3:2])[O:3][c:4]1[cH:5][c:6]([CH2:21][Cl:25])[cH:7][c:8]([O:10][c:11]2[n:12][cH:13][c:14]([C:17]([F:18])([F:19])[F:20])[cH:15][cH:16]2)[cH:9]1. Starting materials: C(C)(C)(C)C=1C=C(N(N1)C1=CC=C(C=C1)OC)NC(=O)C1=NC=CC2=CC(=CC=C12)OC1=NC=NC(=C1)Cl (6-(6-Chloro-pyrimidin-4-yloxy)-isoquinoline-1-carboxylic acid [5-tert-butyl-2-(4-methoxy-phenyl)-2H-pyrazol-3-yl]-amide), C(=O)([O-])[O-].[Cs+].[Cs+] (Cs2CO3), C(C)(=O)N (acetamide), CC1(C2=C(C(=CC=C2)P(C3=CC=CC=C3)C4=CC=CC=C4)OC5=C(C=CC=C51)P(C6=CC=CC=C6)C7=CC=CC=C7)C (Xantphos). The reagents and catalysts are C=1C=CC(=CC1)/C=C/C(=O)/C=C/C2=CC=CC=C2.C=1C=CC(=CC1)/C=C/C(=O)/C=C/C2=CC=CC=C2.C=1C=CC(=CC1)/C=C/C(=O)/C=C/C2=CC=CC=C2.[Pd].[Pd] (Pd2(dba)3). Solvent: CCOC(=O)C (EtOAc), O (H2O), O1CCOCC1 (dioxane). Reaction conditions: temperature 70 celsius. Yields the product C(C)(C)(C)C=1C=C(N(N1)C1=CC=C(C=C1)OC)NC(=O)C1=NC=CC2=CC(=CC=C12)OC1=NC=NC(=C1)NC(C)=O (6-(6-Acetylamino-pyrimidin-4-yloxy)-isoquinoline-1-carboxylic acid [5-tert-butyl-2-(4-methoxy-phenyl)-2H-pyrazol-3-yl]-amide). As a reaction SMILES: [C:1]([C:5]1[CH:6]=[C:7]([NH:18][C:19]([C:21]2[C:30]3[C:25](=[CH:26][C:27]([O:31][C:32]4[CH:37]=[C:36](Cl)[N:35]=[CH:34][N:33]=4)=[CH:28][CH:29]=3)[CH:24]=[CH:23][N:22]=2)=[O:20])[N:8]([C:10]2[CH:15]=[CH:14][C:13]([O:16][CH3:17])=[CH:12][CH:11]=2)[N:9]=1)([CH3:4])([CH3:3])[CH3:2].C([O-])([O-])=O.[Cs+].[Cs+].[C:45]([NH2:48])(=[O:47])[CH3:46].CC1(C)C2C(=C(P(C3C=CC=CC=3)C3C=CC=CC=3)C=CC=2)OC2C(P(C3C=CC=CC=3)C3C=CC=CC=3)=CC=CC1=2>O1CCOCC1.C1C=CC(/C=C/C(/C=C/C2C=CC=CC=2)=O)=CC=1.C1C=CC(/C=C/C(/C=C/C2C=CC=CC=2)=O)=CC=1.C1C=CC(/C=C/C(/C=C/C2C=CC=CC=2)=O)=CC=1.[Pd].[Pd].CCOC(C)=O.O>[C:1]([C:5]1[CH:6]=[C:7]([NH:18][C:19]([C:21]2[C:30]3[C:25](=[CH:26][C:27]([O:31][C:32]4[CH:37]=[C:36]([NH:48][C:45](=[O:47])[CH3:46])[N:35]=[CH:34][N:33]=4)=[CH:28][CH:29]=3)[CH:24]=[CH:23][N:22]=2)=[O:20])[N:8]([C:10]2[CH:15]=[CH:14][C:13]([O:16][CH3:17])=[CH:12][CH:11]=2)[N:9]=1)([CH3:4])([CH3:3])[CH3:2] |f:1.2.3,7.8.9.10.11|. Procedure: 150.0 mg (0.28 mMol) 6-(6-Chloro-pyrimidin-4-yloxy)-isoquinoline-1-carboxylic acid [5-tert-butyl-2-(4-methoxy-phenyl)-2H-pyrazol-3-yl]-amide is dissolved in 5 ml dioxane. After addition of 131 mg Cs2CO3 (>99%, Fluka 20959; 0.40 mMol), 25 mg (0.43 mMol) acetamide, 20 mg Xantphos (Aldrich 52, 646-0; 0.034 mMol) and 10.5 mg Pd2(dba)3 (Aldrich 32, 877-4; 0.011 mMol) the reaction mixture is heated to 70° C. for 20 h. It is cooled to rt again and worked up by addition of H2O and EtOAc. The phases are ... Starting materials: CC1=CC=C(C=C1)S(=O)(=O)/C=C/C1=CC=C(C=C1)[N+](=O)[O-] (1-[(E)-2-(4-methylphenyl)sulfonylvinyl]-4-nitrobenzene), [N+](#[C-])CC(=O)OC (methyl isocyanoacetate), [H-].[Na+] (sodium hydride). Run in O1CCCC1 (tetrahydrofuran), O (water), C(C)(=O)OCC (ethyl acetate), O1CCCC1 (tetrahydrofuran). Run at temperature 20 celsius, time 5 hour. Yields the product [N+](=O)([O-])C1=CC=C(C=C1)C1=C(NC=C1)C(=O)OC (Methyl 3-(4-nitrophenyl)-1H-pyrrole-2-carboxylate). Isolated yield 111.2%. Reaction SMILES: [H-].[Na+].CC1C=CC(S(/[CH:13]=[CH:14]/[C:15]2[CH:20]=[CH:19][C:18]([N+:21]([O-:23])=[O:22])=[CH:17][CH:16]=2)(=O)=O)=CC=1.[N+:24]([CH2:26][C:27]([O:29][CH3:30])=[O:28])#[C-:25]>O1CCCC1.O.C(OCC)(=O)C>[N+:21]([C:18]1[CH:17]=[CH:16][C:15]([C:14]2[CH:13]=[CH:25][NH:24][C:26]=2[C:27]([O:29][CH3:30])=[O:28])=[CH:20][CH:19]=1)([O-:23])=[O:22] |f:0.1|. Procedure details: To a suspension of 1.62 g (40.63 mmol) of 60% sodium hydride in mineral oil in 100 cm3 of tetrahydrofuran is added dropwise over 25 minutes, at a temperature in the region of 20° C. under an argon atmosphere, a mixture of 5.87 g (19.35 mmol) of 1-[(E)-2-(4-methylphenyl)sulfonylvinyl]-4-nitrobenzene and 3.7 cm3 (38.7 mmol) of methyl isocyanoacetate dissolved in 150 cm3 of tetrahydrofuran. After stirring for 5 hours at a temperature in the region of 20° C., the reaction mixture is taken up in a mi...